This data is from the Open Reaction Database (ORD), a public repository of structured organic reaction records. The task is: describe an organic reaction: reactants, conditions, products, and yield The reactants are [Al+3], [H-], [H-], [H-], [H-], [Li+], O=C1CCCc2ccccc2N1, [Na+], C1CCOC1, [OH-], O. The product is c1ccc2c(c1)CCCCN2. RXN SMILES: [Al+3:2].[H-:1].[H-:4].[H-:5].[H-:6].[Li+:3].[NH:7]1[c:8]2[c:9]([cH:15][cH:16][cH:17][cH:18]2)[CH2:10][CH2:11][CH2:12][C:13]1=[O:14].[Na+:21].[O:22]1[CH2:23][CH2:24][CH2:25][CH2:26]1.[OH-:20].[OH2:19]>>[NH:7]1[c:8]2[c:9]([cH:15][cH:16][cH:17][cH:18]2)[CH2:10][CH2:11][CH2:12][CH2:13]1. The reactants are NC=1C=CC=C2C=C(C=NC12)S(=O)(=O)C1=CC=CC=C1 (8-Amino-3-phenylsulfonylquinoline), Cl.ClCCN(C)CCCl (bis-(2-chloroethyl)-methyl-amine hydrochloride), C([O-])([O-])=O.[Na+].[Na+] (sodium carbonate), Cl.ClCCN(C)CCCl (bis-(2-chloroethyl)-methyl-amine hydrochloride), C([O-])(O)=O.[Na+] (sodium bicarbonate), S(=S)(=O)([O-])[O-].[Na+].[Na+] (sodium thiosulphate). The solvent is C(CCC)O (n-butanol). Conditions: temperature 100 celsius, time 4 hour. Yields the product CN1CCN(CC1)C=1C=CC=C2C=C(C=NC12)S(=O)(=O)C1=CC=CC=C1 (8-(4-Methyl-piperazin-1-yl)-3-phenylsulfonylquinoline). Reaction SMILES: [NH2:1][C:2]1[CH:3]=[CH:4][CH:5]=[C:6]2[C:11]=1[N:10]=[CH:9][C:8]([S:12]([C:15]1[CH:20]=[CH:19][CH:18]=[CH:17][CH:16]=1)(=[O:14])=[O:13])=[CH:7]2.Cl.Cl[CH2:23][CH2:24][N:25]([CH2:27][CH2:28]Cl)[CH3:26].C(=O)([O-])[O-].[Na+].[Na+].C(=O)(O)[O-].[Na+].S([O-])([O-])(=O)=S.[Na+].[Na+]>C(O)CCC>[CH3:26][N:25]1[CH2:27][CH2:28][N:1]([C:2]2[CH:3]=[CH:4][CH:5]=[C:6]3[C:11]=2[N:10]=[CH:9][C:8]([S:12]([C:15]2[CH:16]=[CH:17][CH:18]=[CH:19][CH:20]=2)(=[O:14])=[O:13])=[CH:7]3)[CH2:23][CH2:24]1 |f:1.2,3.4.5,6.7,8.9.10|. Reported procedure: A solution of 8-amino-3-phenylsulfonylquinoline (D5) (38.8 g, 137 mmol) in n-butanol (360 ml) was treated with bis-(2-chloroethyl)-methyl-amine hydrochloride (40 g, 138 mmol) and sodium carbonate (72 g, 0.68 mol). The mixture was heated to a vigorous reflux (˜100° C.) for 16 h then a further portion of bis-(2-chloroethyl)-methyl-amine hydrochloride (25 g, 86 mmol) introduced and heating continued for a further 4 h. The solution was cooled and a 1:1 mixture of saturated aqueous sodium bicarbonate... Yield: 79.5%. Reaction SMILES: C(OC([NH:11][CH2:12][CH2:13][C:14]1[CH:15]=[C:16]2[C:20](=[CH:21][CH:22]=1)[N:19]([CH2:23][CH2:24][C:25]([O:27][CH3:28])=[O:26])[C:18]([CH3:29])=[C:17]2[CH2:30][N:31]1[CH:35]=[CH:34][N:33]=[CH:32]1)=O)C1C=CC=CC=1>O1CCCC1.[Pd]>[NH2:11][CH2:12][CH2:13][C:14]1[CH:15]=[C:16]2[C:20](=[CH:21][CH:22]=1)[N:19]([CH2:23][CH2:24][C:25]([O:27][CH3:28])=[O:26])[C:18]([CH3:29])=[C:17]2[CH2:30][N:31]1[CH:35]=[CH:34][N:33]=[CH:32]1. The product is NCCC=1C=C2C(=C(N(C2=CC1)CCC(=O)OC)C)CN1C=NC=C1 (Methyl 5-(2-aminoethyl)-3-(1H-imidazol-1-ylmethyl)-2-methyl-1H-indole-1-propanoat). Solvent: O1CCCC1 (tetrahydrofuran). Starting materials: C(C1=CC=CC=C1)OC(=O)NCCC=1C=C2C(=C(N(C2=CC1)CCC(=O)OC)C)CN1C=NC=C1 (methyl 5-(2-benzyloxycarbonylaminoethyl)-3-(1H-imidazol-1-ylmethyl)-2-methyl-1H-indole-1-propanoate). Reported procedure: A solution of methyl 5-(2-benzyloxycarbonylaminoethyl)-3-(1H-imidazol-1-ylmethyl)-2-methyl-1H-indole-1-propanoate (0.57 g) in tetrahydrofuran (50 ml) was hydrogenated at room temperature and 4.5 atm. pressure in the presence 10% palladium on carbon (50 mg) for 20 hours. The mixture was filtered and the residue was washed with methanol. The filtrate and washings were combined and evaporated to give a gum which was chromatographed on silica gel. Elution with dichloromethane/methanol (19:1) gave im... Reagents/catalysts: [Pd] (palladium on carbon). Starting materials: C1CCNC1, CC1(C)CCCN(C(=O)Oc2ccc([N+](=O)[O-])cc2)c2cc([N+](=O)[O-])ccc21, C1CCOC1. Yields the product CC1(C)CCCN(C(=O)N2CCCC2)c2cc([N+](=O)[O-])ccc21. RXN SMILES: [CH2:29]1[CH2:30][CH2:31][NH:32][CH2:33]1.[N+:1]([c:2]1[cH:3][cH:4][c:5]([O:10][C:11](=[O:6])[N:13]2[c:14]3[c:15]([cH:22][cH:23][c:24]([N+:26](=[O:27])[O-:28])[cH:25]3)[C:16]([CH3:20])([CH3:21])[CH2:17][CH2:18][CH2:19]2)[cH:7][cH:8]1)([O-:9])=[O:12].[O:34]1[CH2:35][CH2:36][CH2:37][CH2:38]1>>[O:10]=[C:11]([N:13]1[c:14]2[c:15]([cH:22][cH:23][c:24]([N+:26](=[O:27])[O-:28])[cH:25]2)[C:16]([CH3:20])([CH3:21])[CH2:17][CH2:18][CH2:19]1)[N:32]1[CH2:31][CH2:30][CH2:29][CH2:33]1. Reactants: O=C1O[C@H](CN1C1=CC(=C(C=C1)C=1CCCN(C1)C(COC(C)=O)=O)F)CNC(C)=O ((S)-N-[[2-Oxo-3-[3-fluoro-4-[1-[(acetoxy)acetyl]-3,4-dihydro-2H-pyridin-5-yl]phenyl]-5-oxazolidinyl]methyl]acetamide), C([O-])([O-])=O.[K+].[K+] (potassium carbonate), Cl (hydrochloric acid). The solvent is CO (methanol). Conditions: time 2 hour. Product: OCC(=O)N1CCCC(=C1)C1=C(C=C(C=C1)N1C(O[C@H](C1)CNC(C)=O)=O)F ((S)-(−)-N-[[3-[4-[1-(Hydroxyacetyl)-3,4-dihydro-2H-pyridin-5-yl]-3-fluorophenyl]-2-oxo-5-oxazolidinyl]methyl]acetamide). As a reaction SMILES: [O:1]=[C:2]1[N:6]([C:7]2[CH:12]=[CH:11][C:10]([C:13]3[CH2:14][CH2:15][CH2:16][N:17]([C:19](=[O:25])[CH2:20][O:21]C(=O)C)[CH:18]=3)=[C:9]([F:26])[CH:8]=2)[CH2:5][C@H:4]([CH2:27][NH:28][C:29](=[O:31])[CH3:30])[O:3]1.C(=O)([O-])[O-].[K+].[K+].Cl>CO>[OH:21][CH2:20][C:19]([N:17]1[CH:18]=[C:13]([C:10]2[CH:11]=[CH:12][C:7]([N:6]3[CH2:5][C@H:4]([CH2:27][NH:28][C:29](=[O:31])[CH3:30])[O:3][C:2]3=[O:1])=[CH:8][C:9]=2[F:26])[CH2:14][CH2:15][CH2:16]1)=[O:25] |f:1.2.3|. Procedure details: A mixture of (S)-N-[[2-Oxo-3-[3-fluoro-4-[1-[(acetoxy)acetyl]-3,4-dihydro-2H-pyridin-5-yl]phenyl]-5-oxazolidinyl]methyl]acetamide (EXAMPLE 72, Step 6, 238 mg) and anhydrous potassium carbonate (151 mg) in methanol (27 mL) is stirred under N2 at ambient temperature for 2 hrs and is then neutralized with hydrochloric acid (1 M) and concentrated under reduced pressure. The residue is then diluted with methylene chloride (100 mL) and saline (50 mL) and the resultant insoluble product is removed by f... The reactants are C(C)(=O)OCC=1C=NC2=C(C=CC=C2C1)NC(C1=C(C=CC=C1Cl)Cl)=O (3-acetoxymethyl-8-(2,6-dichlorobenzoylamino)quinoline), [OH-].[Na+] (sodium hydroxide), O (water). Reagents/catalysts: CN(C=O)C (dimethylformamide). Solvent: O1CCOCC1 (dioxane). Reaction conditions: time 2 hour. The product is ClC1=C(C(=O)NC=2C=CC=C3C=C(C=NC23)CO)C(=CC=C1)Cl (8-(2,6-dichlorobenzoylamino)-3-hydroxymethylquinoline). Isolated yield 86.6%. Reaction SMILES: C([O:4][CH2:5][C:6]1[CH:7]=[N:8][C:9]2[C:14]([CH:15]=1)=[CH:13][CH:12]=[CH:11][C:10]=2[NH:16][C:17](=[O:26])[C:18]1[C:23]([Cl:24])=[CH:22][CH:21]=[CH:20][C:19]=1[Cl:25])(=O)C.[OH-].[Na+].O>O1CCOCC1.CN(C)C=O>[Cl:25][C:19]1[CH:20]=[CH:21][CH:22]=[C:23]([Cl:24])[C:18]=1[C:17]([NH:16][C:10]1[CH:11]=[CH:12][CH:13]=[C:14]2[C:9]=1[N:8]=[CH:7][C:6]([CH2:5][OH:4])=[CH:15]2)=[O:26] |f:1.2|. Reported procedure: A mixture of 3-acetoxymethyl-8-(2,6-dichlorobenzoylamino)quinoline (25.9 mg), 1N sodium hydroxide solution (0.24 ml) in dioxane and dimethylformamide (4 drops) was stirred for 2 hours at ambient temperature. The mixture was poured into water and extracted with ethyl acetate. The organic layer was washed with brine, dried over magnesium sulfate and evaporated in vacuo. The residue was recrystallized from ethyl acetate-n-hexane to give 8-(2,6-dichlorobenzoylamino)-3-hydroxymethylquinoline (20 mg). Reactants: COC1=C2CC=3C4C(C(C(C3CC2=C(C=C1)OC)O4)=C)=C (1,2,3,4,9,10-hexahydro-5,8-dimethoxy-2,3-dimethylene-1,4-epoxyanthracene), ClC=1C(C(=C(C(C1Cl)=O)C#N)C#N)=O (2,3-dichloro-5,6-dicyano-1,4-benzoquinone). The solvent is C1=CC=CC=C1 (benzene). Conditions: time 30 minute. Yields the product COC1=C2C=C3C4C(C(C(C3=CC2=C(C=C1)OC)O4)=C)=C (1,2,3,4-tetrahydro-5,8-dimethoxy-2,3-dimethylene-1,4-epoxyanthracene). Yield: 98.0%. RXN SMILES: [CH3:1][O:2][C:3]1[CH:16]=[CH:15][C:14]([O:17][CH3:18])=[C:13]2[C:4]=1[CH2:5][C:6]1[CH:7]3[O:19][CH:10]([C:11]=1[CH2:12]2)[C:9](=[CH2:20])[C:8]3=[CH2:21].ClC1C(=O)C(C#N)=C(C#N)C(=O)C=1Cl>C1C=CC=CC=1>[CH3:1][O:2][C:3]1[CH:16]=[CH:15][C:14]([O:17][CH3:18])=[C:13]2[C:4]=1[CH:5]=[C:6]1[C:11](=[CH:12]2)[CH:10]2[O:19][CH:7]1[C:8](=[CH2:21])[C:9]2=[CH2:20]. Procedure details: A mixture of 2 g (7.1 mmol) of 1,2,3,4,9,10-hexahydro-5,8-dimethoxy-2,3-dimethylene-1,4-epoxyanthracene, 1.77 g (7.8 mmol) of 2,3-dichloro-5,6-dicyano-1,4-benzoquinone and 30 ml of benzene was stirred at room temperature under nitrogen for 30 minutes. The precipitate formed was filtered off and washed with benzene, the benzene solution was washed with two 30 ml portions of saturated aqueous sodium hydrogen sulphite solution and two 30 ml portions of water, dried over sodium sulphate and concentr...